Dataset: the Open Reaction Database (ORD), a public repository of structured organic reaction records. Task: describe an organic reaction: reactants, conditions, products, and yield Reactants: NC=1C=CC(=C(C1)N1N=C(C(=C1C#N)CC1=C(C=C(C=C1)Br)F)CCCC)Cl (1-(5-amino-2-chlorophenyl)-4-(4-bromo-2-fluorobenzyl)-3-n-butyl-1H-pyrazole-5-carbonitrile), C(CC)(=O)Br (propionyl bromide). Reagents/catalysts: CN(C)C=1C=CN=CC1 (DMAP). Product: crude product, BrC1=CC(=C(CC=2C(=NN(C2C#N)C2=C(C=CC(=C2)NC(CC)=O)Cl)CCCC)C=C1)F (4-(4-Bromo-2-fluorobenzyl)-3-n-butyl-1-[2-chloro-5-(propionylamino)phenyl]-1H-pyrazole-5-carbonitrile). Isolated yield 73.0%. Reaction SMILES: [NH2:1][C:2]1[CH:3]=[CH:4][C:5]([Cl:28])=[C:6]([N:8]2[C:12]([C:13]#[N:14])=[C:11]([CH2:15][C:16]3[CH:21]=[CH:20][C:19]([Br:22])=[CH:18][C:17]=3[F:23])[C:10]([CH2:24][CH2:25][CH2:26][CH3:27])=[N:9]2)[CH:7]=1.[C:29](Br)(=[O:32])[CH2:30][CH3:31]>CN(C1C=CN=CC=1)C>[Br:22][C:19]1[CH:20]=[CH:21][C:16]([CH2:15][C:11]2[C:10]([CH2:24][CH2:25][CH2:26][CH3:27])=[N:9][N:8]([C:6]3[CH:7]=[C:2]([NH:1][C:29](=[O:32])[CH2:30][CH3:31])[CH:3]=[CH:4][C:5]=3[Cl:28])[C:12]=2[C:13]#[N:14])=[C:17]([F:23])[CH:18]=1. Procedure: The acylation of 1-(5-amino-2-chlorophenyl)-4-(4-bromo-2-fluorobenzyl)-3-n-butyl-1H-pyrazole-5-carbonitrile (from Step G) with propionyl bromide in the presence of DMAP followed the procedure of Example 1, Step J. Flash chromatography of the crude product on silica gel (gradient elution with 5:1 to 3:1 hexane-EtOAc) afforded a 73% yield of the title compound as a tacky oil; homogeneous by TLC in 3:1 hexane-EtOAc; mass spectrum (FAB) m/e 517, 519 (M+1)+. 400 MHz 1H NMR (CDCl3) δ0.87 (t, J=7.3 Hz,... Reactants: [Br-], CCC[P+](c1ccccc1)(c1ccccc1)c1ccccc1, C1CCOC1, CC(C)(C)[O-], [K+], COC(=O)CC1CCC(=O)CC1. The product is CCC=C1CCC(CC(=O)OC)CC1. As a reaction SMILES: [Br-:13].[CH2:14]([CH2:15][CH3:16])[P+:17]([c:18]1[cH:19][cH:20][cH:21][cH:22][cH:23]1)([c:24]1[cH:25][cH:26][cH:27][cH:28][cH:29]1)[c:30]1[cH:31][cH:32][cH:33][cH:34][cH:35]1.[CH2:42]1[O:43][CH2:44][CH2:45][CH2:46]1.[CH3:36][C:37]([CH3:38])([O-:39])[CH3:40].[K+:41].[O:1]=[C:2]1[CH2:3][CH2:4][CH:5]([CH2:8][C:9](=[O:10])[O:11][CH3:12])[CH2:6][CH2:7]1>>[C:2]1(=[CH:14][CH2:15][CH3:16])[CH2:3][CH2:4][CH:5]([CH2:8][C:9](=[O:10])[O:11][CH3:12])[CH2:6][CH2:7]1. Reactants: FC(C=1C=C(C=C(C1)C(F)(F)F)[C@@H]1[C@@H](N(C(O1)=O)CC1=C(C=CC(=C1)C(F)(F)F)I)C)(F)F ((4S,5R)-5-[3,5-bis(trifluoromethyl)phenyl]-3-[2-iodo-5-(trifluoromethyl)benzyl]-4-methyl-1,3-oxazolidin-2-one), FC1=CC(=C(C=C1C(C)C)B(O)O)OC ((4-fluoro-5-isopropyl-2-methoxyphenyl)boronic acid), C([O-])([O-])=O.[Na+].[Na+] (sodium carbonate). The reagents and catalysts are C=1C=CC(=CC1)[P](C=2C=CC=CC2)(C=3C=CC=CC3)[Pd]([P](C=4C=CC=CC4)(C=5C=CC=CC5)C=6C=CC=CC6)([P](C=7C=CC=CC7)(C=8C=CC=CC8)C=9C=CC=CC9)[P](C=1C=CC=CC1)(C=1C=CC=CC1)C=1C=CC=CC1 (tetrakis(triphenylphosphine)palladium). Solvent: C1=CC=CC=C1.CCO.O (C6H6 EtOH H2O). Conditions: temperature 100 celsius. Yields the product FC(C=1C=C(C=C(C1)C(F)(F)F)[C@@H]1[C@@H](N(C(O1)=O)CC1=C(C=CC(=C1)C(F)(F)F)C1=C(C=C(C(=C1)C(C)C)F)OC)C)(F)F ((4S,5R)-5-[3,5-bis(trifluoromethyl)phenyl]-3-{[4′-fluoro-5′isopropyl-2′-methoxy-4-(trifluoromethyl)biphenyl-2-yl]methyl}-4-methyl-1,3-oxazolidin-2-one). As a reaction SMILES: [F:1][C:2]([F:33])([F:32])[C:3]1[CH:4]=[C:5]([C@H:13]2[O:17][C:16](=[O:18])[N:15]([CH2:19][C:20]3[CH:25]=[C:24]([C:26]([F:29])([F:28])[F:27])[CH:23]=[CH:22][C:21]=3I)[C@H:14]2[CH3:31])[CH:6]=[C:7]([C:9]([F:12])([F:11])[F:10])[CH:8]=1.[F:34][C:35]1[C:40]([CH:41]([CH3:43])[CH3:42])=[CH:39][C:38](B(O)O)=[C:37]([O:47][CH3:48])[CH:36]=1.C(=O)([O-])[O-].[Na+].[Na+]>C1C=CC=CC=1.CCO.O.C1C=CC([P]([Pd]([P](C2C=CC=CC=2)(C2C=CC=CC=2)C2C=CC=CC=2)([P](C2C=CC=CC=2)(C2C=CC=CC=2)C2C=CC=CC=2)[P](C2C=CC=CC=2)(C2C=CC=CC=2)C2C=CC=CC=2)(C2C=CC=CC=2)C2C=CC=CC=2)=CC=1>[F:1][C:2]([F:33])([F:32])[C:3]1[CH:4]=[C:5]([C@H:13]2[O:17][C:16](=[O:18])[N:15]([CH2:19][C:20]3[CH:25]=[C:24]([C:26]([F:29])([F:28])[F:27])[CH:23]=[CH:22][C:21]=3[C:38]3[CH:39]=[C:40]([CH:41]([CH3:43])[CH3:42])[C:35]([F:34])=[CH:36][C:37]=3[O:47][CH3:48])[C@H:14]2[CH3:31])[CH:6]=[C:7]([C:9]([F:12])([F:11])[F:10])[CH:8]=1 |f:2.3.4,5.6.7,^1:68,70,89,108|. Reported procedure: A stirred mixture of (4S,5R)-5-[3,5-bis(trifluoromethyl)phenyl]-3-[2-iodo-5-(trifluoromethyl)benzyl]-4-methyl-1,3-oxazolidin-2-one (4.29 g; 7.19 mmol), (4-fluoro-5-isopropyl-2-methoxyphenyl)boronic acid (Example 78) (4.57 g; 21.57 mmol), tetrakis(triphenylphosphine)palladium (0) (1.0 g; 0.86 mmol), and sodium carbonate (6.35 g) in C6H6/EtOH/H2O (120 mL/17 mL/51 mL) was heated at reflux (100° C.) under N2 for 14 h. The reaction was partitioned between EtOAc (200 mL) and H2O (100 mL). The aqueous ...